This data is from the Open Reaction Database (ORD), a public repository of structured organic reaction records. The task is: describe an organic reaction: reactants, conditions, products, and yield The reactants are CN(C1=C(CC=2C=C3C(=CC12)C(CCC3(C)C)(C)C)C)C (3-(dimethylamino)-5,6,7,8-tetrahydro-2,5,5,8,8-pentamethyl-1H-benz(f)indene), [Li]CCCC (n-BuLi). Solvent: CCCCCC (hexane). Conditions: time 8 hour. Product: CN(C1=C(C(C=2C=C3C(=CC12)C(CCC3(C)C)(C)C)[Li])C)C ((3-(dimethylamino)-5,6,7,8-tetrahydro-2,5,5,8,8-pentamethyl-1H-benz(f)indenyl)lithium). The yield is 93.0%. RXN SMILES: [CH3:1][N:2]([CH3:21])[C:3]1[C:11]2[CH:10]=[C:9]3[C:12]([CH3:19])([CH3:18])[CH2:13][CH2:14][C:15]([CH3:17])([CH3:16])[C:8]3=[CH:7][C:6]=2[CH2:5][C:4]=1[CH3:20].[Li:22]CCCC>CCCCCC>[CH3:1][N:2]([CH3:21])[C:3]1[C:11]2[CH:10]=[C:9]3[C:12]([CH3:19])([CH3:18])[CH2:13][CH2:14][C:15]([CH3:16])([CH3:17])[C:8]3=[CH:7][C:6]=2[CH:5]([Li:22])[C:4]=1[CH3:20]. Reported procedure: 3-(dimethylamino)-5,6,7,8-tetrahydro-2,5,5,8,8-pentamethyl-1H-benz(f)indene (2.11 g, 7.46 mmol) was stirred in hexane (75 mL) as n-BuLi (4.10 mL of 2.0 M solution in hexane, 8.20 mmol) was added slowly. This mixture was allowed to stir overnight during which time a pale yellow precipitate formed. After the reaction period the desired product was collected via filtration, washed with hexane, and dried under vacuum resulting in the isolation of a pale yellow solid which was used without further pu... Reactants: CCc1nc2c(C)cc(C)nc2n1Cc1cccc(C(=O)c2ccc(CO[Si](C)(C)C(C)(C)C)cc2)c1, C1CCOC1, CCOC(C)=O. Yields the product CCc1nc2c(C)cc(C)nc2n1Cc1cccc(C(=O)c2ccc(CO)cc2)c1. As a reaction SMILES: [CH2:1]([CH3:2])[c:3]1[n:4][c:5]2[c:6]([n:7][c:8]([CH3:12])[cH:9][c:10]2[CH3:11])[n:13]1[CH2:14][c:15]1[cH:16][c:17]([C:18](=[O:19])[c:20]2[cH:21][cH:22][c:23]([CH2:24][O:25][Si:26]([C:27]([CH3:28])([CH3:29])[CH3:30])([CH3:31])[CH3:32])[cH:33][cH:34]2)[cH:35][cH:36][cH:37]1.[CH2:38]1[O:39][CH2:40][CH2:41][CH2:42]1.[CH3:43][CH2:44][O:45][C:46](=[O:47])[CH3:48]>>[CH2:1]([CH3:2])[c:3]1[n:4][c:5]2[c:6]([n:7][c:8]([CH3:12])[cH:9][c:10]2[CH3:11])[n:13]1[CH2:14][c:15]1[cH:16][c:17]([C:18](=[O:19])[c:20]2[cH:21][cH:22][c:23]([CH2:24][OH:25])[cH:33][cH:34]2)[cH:35][cH:36][cH:37]1.